This data is from the Open Reaction Database (ORD), a public repository of structured organic reaction records. The task is: describe an organic reaction: reactants, conditions, products, and yield Reactants: C(N)(=O)C1=CC(=C(C=C1)NC(=O)C=1N(C=C(N1)C#N)COCC[Si](C)(C)C)C1=CCC(CC1)(C)C (4-cyano-1-(2-trimethylsilanyl-ethoxymethyl)-1H-imidazole-2-carboxylic acid [4-carbamoyl-2-(4,4-dimethyl-cyclohex-1-enyl)-phenyl]-amide), [F-].C(CCC)[N+](CCCC)(CCCC)CCCC (tetrabutylammonium fluoride). Solvent: CO.C(Cl)Cl (MeOH DCM). Yields the product C(N)(=O)C1=CC(=C(C=C1)NC(=O)C=1NC=C(N1)C#N)C1=CCC(CC1)(C)C (4-Cyano-1H-imidazole-2-carboxylic acid [4-carbamoyl-2-(4,4-dimethyl-cyclohex-1-enyl)-phenyl]-amide). The yield is 19.0%. As a reaction SMILES: [C:1]([C:4]1[CH:9]=[CH:8][C:7]([NH:10][C:11]([C:13]2[N:14](COCC[Si](C)(C)C)[CH:15]=[C:16]([C:18]#[N:19])[N:17]=2)=[O:12])=[C:6]([C:28]2[CH2:33][CH2:32][C:31]([CH3:35])([CH3:34])[CH2:30][CH:29]=2)[CH:5]=1)(=[O:3])[NH2:2].[F-].C([N+](CCCC)(CCCC)CCCC)CCC>CO.C(Cl)Cl>[C:1]([C:4]1[CH:9]=[CH:8][C:7]([NH:10][C:11]([C:13]2[NH:14][CH:15]=[C:16]([C:18]#[N:19])[N:17]=2)=[O:12])=[C:6]([C:28]2[CH2:33][CH2:32][C:31]([CH3:35])([CH3:34])[CH2:30][CH:29]=2)[CH:5]=1)(=[O:3])[NH2:2] |f:1.2,3.4|. Procedure: The title compound was prepared by the procedure of Example 24, step (b) using 4-cyano-1-(2-trimethylsilanyl-ethoxymethyl)-1H-imidazole-2-carboxylic acid [4-carbamoyl-2-(4,4-dimethyl-cyclohex-1-enyl)-phenyl]-amide (as prepared in the previous step, 100 mg, 0.203 mmol) and tetrabutylammonium fluoride (1.01 mL, 1.01 mmol, 1.0 M in THF). Silica gel chromatography (5% MeOH/DCM) afforded the title compound (14.1 mg, 19%) as a white solid. 1H-NMR (CD3OD; 400 MHz): δ 8.42 (d, 1H, J=8.6 Hz), 8.00 (s, 1H... The reactants are O=C(O)CBr, CC(C)=O, c1cscn1. Yields the product [Br-], O=C(O)C[n+]1ccsc1. As a reaction SMILES: [Br:6][CH2:7][C:8](=[O:9])[OH:10].[CH3:11][C:12](=[O:13])[CH3:14].[cH:1]1[cH:2][s:3][cH:4][n:5]1>>[Br-:6].[cH:1]1[cH:2][s:3][cH:4][n+:5]1[CH2:7][C:8](=[O:9])[OH:10]. The reactants are CCCOC(=O)c1sc(-c2cccc(NC3CC(C)(C)CC(C)(C)C3)c2)c(Br)c1OCC(=O)OC(C)(C)C, ClCCl, O=C(O)C(F)(F)F. Product: CCCOC(=O)c1sc(-c2cccc(NC3CC(C)(C)CC(C)(C)C3)c2)c(Br)c1OCC(=O)O. As a reaction SMILES: [CH2:1]([CH2:2][CH3:3])[O:4][C:5](=[O:6])[c:7]1[s:8][c:9](-[c:22]2[cH:23][c:24]([NH:28][CH:29]3[CH2:30][C:31]([CH3:37])([CH3:38])[CH2:32][C:33]([CH3:35])([CH3:36])[CH2:34]3)[cH:25][cH:26][cH:27]2)[c:10]([Br:21])[c:11]1[O:12][CH2:13][C:14](=[O:15])[O:16][C:17]([CH3:18])([CH3:19])[CH3:20].[Cl:46][CH2:47][Cl:48].[F:39][C:40]([F:41])([F:42])[C:43]([OH:44])=[O:45]>>[CH2:1]([CH2:2][CH3:3])[O:4][C:5](=[O:6])[c:7]1[s:8][c:9](-[c:22]2[cH:23][c:24]([NH:28][CH:29]3[CH2:30][C:31]([CH3:37])([CH3:38])[CH2:32][C:33]([CH3:35])([CH3:36])[CH2:34]3)[cH:25][cH:26][cH:27]2)[c:10]([Br:21])[c:11]1[O:12][CH2:13][C:14](=[O:15])[OH:16].